The task is: describe an organic reaction: reactants, conditions, products, and yield. This data is from the Open Reaction Database (ORD), a public repository of structured organic reaction records. The reactants are [OH-].[Li+] (lithium hydroxide), COC(=O)C=1OC(=CC1)\C=C(/C)\C(=O)OC(C)(C)C (5-[(1E)-2-(tert-butoxycarbonyl)-prop-1-en-1-yl]furan-2-carboxylic acid methyl ester), Cl (hydrochloric acid). Run in CO (methanol). Reaction conditions: time 100 minute. Product: C(C)(C)(C)OC(=O)/C(=C/C1=CC=C(O1)C(=O)O)/C (5-[(1E)-2-(tert-butoxycarbonyl)-prop-1-en-1-yl]furan-2-carboxylic acid). RXN SMILES: C[O:2][C:3]([C:5]1[O:6][C:7](/[CH:10]=[C:11](/[C:13]([O:15][C:16]([CH3:19])([CH3:18])[CH3:17])=[O:14])\[CH3:12])=[CH:8][CH:9]=1)=[O:4].[OH-].[Li+].Cl>CO>[C:16]([O:15][C:13](/[C:11](/[CH3:12])=[CH:10]/[C:7]1[O:6][C:5]([C:3]([OH:4])=[O:2])=[CH:9][CH:8]=1)=[O:14])([CH3:19])([CH3:17])[CH3:18] |f:1.2|. Reported procedure: 5-[(1E)-2-(tert-butoxycarbonyl)-prop-1-en-1-yl]furan-2-carboxylic acid methyl ester (1.11 g, 4.17 mmol) obtained in step 1 was dissolved in methanol (7.65 mL), 1N aqueous lithium hydroxide solution (6.25 mL, 6.25 mmol) was added, and the mixture was stirred at room temperature for 100 minutes. 1N aqueous hydrochloric acid solution (6.25 mL) was added, the mixture was stirred for 10 minutes, and the solvent was evaporated under reduced pressure. To the residue were added ethyl acetate and 0.5N aq... The reactants are CI, [H-], [Na+], CN(C)C=O, CC1CC(O)c2ncnc(N3CCN(C(=O)OC(C)(C)C)CC3)c21. Product: COC1CC(C)c2c1ncnc2N1CCN(C(=O)OC(C)(C)C)CC1. Reaction SMILES: [CH3:27][I:28].[H-:26].[Na+:25].[O:29]=[CH:30][N:31]([CH3:32])[CH3:33].[OH:1][CH:2]1[CH2:3][CH:4]([CH3:24])[c:5]2[c:6]1[n:7][cH:8][n:9][c:10]2[N:11]1[CH2:12][CH2:13][N:14]([C:17](=[O:18])[O:19][C:20]([CH3:21])([CH3:22])[CH3:23])[CH2:15][CH2:16]1>>[O:1]([CH:2]1[CH2:3][CH:4]([CH3:24])[c:5]2[c:6]1[n:7][cH:8][n:9][c:10]2[N:11]1[CH2:12][CH2:13][N:14]([C:17](=[O:18])[O:19][C:20]([CH3:21])([CH3:22])[CH3:23])[CH2:15][CH2:16]1)[CH3:27]. Starting materials: BrC12CCC(CC1)CC2 (1-Bromobicyclo[2.2.2]octane), O\N=C(/C(=O)OCC)\C(C)=O (ethyl (Z)-2-hydroxyimino-3-oxobutyrate). The reagents and catalysts are FC(S(=O)(=O)[O-])(F)F.[Ag+] (silver trifluoromethanesulphonate). Product: C12(CCC(CC1)CC2)O\N=C(/C(=O)OCC)\C(C)=O (Ethyl (Z)-2-(bicyclo[2.2.2]oct-1-yloxyimino)-3-oxobutyrate). Isolated yield 22.6%. As a reaction SMILES: Br[C:2]12[CH2:9][CH2:8][CH:5]([CH2:6][CH2:7]1)[CH2:4][CH2:3]2.[OH:10]/[N:11]=[C:12](/[C:18](=[O:20])[CH3:19])\[C:13]([O:15][CH2:16][CH3:17])=[O:14]>FC(F)(F)S([O-])(=O)=O.[Ag+]>[C:2]12([O:10]/[N:11]=[C:12](/[C:18](=[O:20])[CH3:19])\[C:13]([O:15][CH2:16][CH3:17])=[O:14])[CH2:9][CH2:8][CH:5]([CH2:6][CH2:7]1)[CH2:4][CH2:3]2 |f:2.3|. Procedure: 1-Bromobicyclo[2.2.2]octane (4.6 g, 24.3 mmol), ethyl (Z)-2-hydroxyimino-3-oxobutyrate (3.78 g, 24.3 mmol) and silver trifluoromethanesulphonate (6.32 g, 24.6 mmol) were reacted under similar conditions to that described in Example 31a to give the title compound (1.47 g, 22%); νmax (CH2Cl2) 2950, 2925, 2860, 1735, 1685, 1370 and 1325 cm-1 ; δH (60 MHz, CDCl3) 1.30 (3H, t, J ca 7 Hz), 1.64 (S) and 1.75 (s) (together 13H), 2.36 (3H, s), and 4.30 (2H, q); [Ammonia CI mass spectrum Found MH+ (288)]. Starting materials: CCN=C=NCCCN(C)C.Cl (EDCI.HCl), N([C@@H](CC(C)C)C(=O)O)C(=O)OC(C)(C)C.O (Boc-Leu-OH.H2O), N[C@H](CC1=CNC2=CC=CC=C12)C(=O)OCC1=CC=CC=C1 (H-DTrp-OBzl), C=1C=CC2=C(C1)N=NN2O (HOBT). Run in ClCCl (dichloromethane), O (H2O). Run at time 16 hour. Product: N([C@@H](CC(C)C)C(=O)N[C@H](CC1=CNC2=CC=CC=C12)C(=O)OCC1=CC=CC=C1)C(=O)OC(C)(C)C (Boc-Leu-DTrp-OBzl). Isolated yield 95.8%. Reaction SMILES: [NH:1]([C:10]([O:12][C:13]([CH3:16])([CH3:15])[CH3:14])=[O:11])[C@H:2]([C:7]([OH:9])=O)[CH2:3][CH:4]([CH3:6])[CH3:5].O.[NH2:18][C@@H:19]([C:30]([O:32][CH2:33][C:34]1[CH:39]=[CH:38][CH:37]=[CH:36][CH:35]=1)=[O:31])[CH2:20][C:21]1[C:29]2[C:24](=[CH:25][CH:26]=[CH:27][CH:28]=2)[NH:23][CH:22]=1.C1C=CC2N(O)N=NC=2C=1.CCN=C=NCCCN(C)C.Cl>ClCCl.O>[NH:1]([C:10]([O:12][C:13]([CH3:16])([CH3:15])[CH3:14])=[O:11])[C@H:2]([C:7]([NH:18][C@@H:19]([C:30]([O:32][CH2:33][C:34]1[CH:39]=[CH:38][CH:37]=[CH:36][CH:35]=1)=[O:31])[CH2:20][C:21]1[C:29]2[C:24](=[CH:25][CH:26]=[CH:27][CH:28]=2)[NH:23][CH:22]=1)=[O:9])[CH2:3][CH:4]([CH3:5])[CH3:6] |f:0.1,4.5|. Reported procedure: To a mixture of Boc-Leu-OH.H2O (2.5 g), H-DTrp-OBzl (2.9 g) and HOBT.H2O (1.6 g) in dichloromethane (50 ml) was added EDCI.HCl (2.0 g) under ice cooling. After being stirred at room temperature for 16 h, the mixture was washed with water, 10% aq. citric acid, sat. aq. NaHCO3 and brine successively, dried over MgSO4 and evaporated in vacuo. The residue was triturated with hexane to give Boc-Leu-DTrp-OBzl (4.79 g). To a solution of the dipeptide (753 mg) in dichloromethane (7 ml) were added methyl... Starting materials: ClC1=CC(=C(C=C1I)NCC(=O)OC)OC (methyl 2-(4-chloro-5-iodo-2-methoxyphenylamino)acetate), ClC1=C(C=C(C=C1)Cl)B(O)O (2,5-dichlorophenylboronic acid), C(=O)([O-])[O-].[Na+].[Na+] (Na2CO3). Reagents/catalysts: C=1C=CC(=CC1)[P](C=2C=CC=CC2)(C=3C=CC=CC3)[Pd]([P](C=4C=CC=CC4)(C=5C=CC=CC5)C=6C=CC=CC6)([P](C=7C=CC=CC7)(C=8C=CC=CC8)C=9C=CC=CC9)[P](C=1C=CC=CC1)(C=1C=CC=CC1)C=1C=CC=CC1 (Pd(PPh3)4). Run in O1CCOCC1 (1,4-dioxane), O (water). The product is ClC1=C(C=C(C=C1)Cl)C1=CC(=C(C=C1Cl)OC)NCC(=O)O (2-((2′,5′,6-Trichloro-4-methoxy-[1,1′-biphenyl]-3-yl)amino)acetic acid). Isolated yield 59.1%. Reaction SMILES: [Cl:1][C:2]1[C:7](I)=[CH:6][C:5]([NH:9][CH2:10][C:11]([O:13]C)=[O:12])=[C:4]([O:15][CH3:16])[CH:3]=1.[Cl:17][C:18]1[CH:23]=[CH:22][C:21]([Cl:24])=[CH:20][C:19]=1B(O)O.C([O-])([O-])=O.[Na+].[Na+]>O1CCOCC1.O.C1C=CC([P]([Pd]([P](C2C=CC=CC=2)(C2C=CC=CC=2)C2C=CC=CC=2)([P](C2C=CC=CC=2)(C2C=CC=CC=2)C2C=CC=CC=2)[P](C2C=CC=CC=2)(C2C=CC=CC=2)C2C=CC=CC=2)(C2C=CC=CC=2)C2C=CC=CC=2)=CC=1>[Cl:17][C:18]1[CH:23]=[CH:22][C:21]([Cl:24])=[CH:20][C:19]=1[C:7]1[C:2]([Cl:1])=[CH:3][C:4]([O:15][CH3:16])=[C:5]([NH:9][CH2:10][C:11]([OH:13])=[O:12])[CH:6]=1 |f:2.3.4,^1:44,46,65,84|. Reported procedure: A mixture of methyl 2-(4-chloro-5-iodo-2-methoxyphenylamino)acetate (5.0 g, 14.08 mmol), 2,5-dichlorophenylboronic acid (4.03 g, 21.12 mmol), Pd(PPh3)4 (1.626 g, 1.04 mmol), Na2CO3 (4.477 g, 42.24 mmol) in 1,4-dioxane (100 mL) and water (20 mL) was stirred at reflux under argon for 6 h. Then reaction mixture was allowed to cool to room temperature, quenched with water and acidified with HCl (10% in water) to adjust the pH to 3-4. The mixture was extracted with ethyl acetate, washed with brine, d... Reactants: COc1ccc(Cn2cc(I)c(C)c([N+](=O)[O-])c2=O)cc1, CC(=O)O, [Cl-], Cl, O, O. RXN SMILES: [CH3:1][O:2][c:3]1[cH:4][cH:5][c:6]([CH2:7][n:8]2[c:9](=[O:19])[c:10]([N+:16]([O-:17])=[O:18])[c:11]([CH3:15])[c:12]([I:14])[cH:13]2)[cH:20][cH:21]1.[CH3:25][C:26](=[O:27])[OH:28].[Cl-:24].[ClH:29].[OH2:22].[OH2:23]>>[CH3:1][O:2][c:3]1[cH:4][cH:5][c:6]([CH2:7][n:8]2[c:9](=[O:19])[c:10]([NH2:16])[c:11]([CH3:15])[c:12]([I:14])[cH:13]2)[cH:20][cH:21]1. Yields the product COc1ccc(Cn2cc(I)c(C)c(N)c2=O)cc1. Starting materials: NC1=CC2=C(CCN(CC2)CC2=NC3=CC=C(C=C3C=C2)N)C=C1 (7-amino-3-(6-aminoquinol-2-ylmethyl)-1,2,4,5-tetrahydro-3H-3-benzazepine), CS(=O)(=O)Cl (methanesulphonyl chloride). The solvent is N1=CC=CC=C1 (pyridine). Product: CS(=O)(=O)NC1=CC2=C(CCN(CC2)CC2=NC3=CC=C(C=C3C=C2)NS(=O)(=O)C)C=C1 (7-Methanesulphonamido-3-(6-methanesulphonamidoquinol-2-ylmethyl)-1,2,4,5-tetrahydro-3H-3-benzazepine). RXN SMILES: [NH2:1][C:2]1[CH:24]=[CH:23][C:5]2[CH2:6][CH2:7][N:8]([CH2:11][C:12]3[CH:21]=[CH:20][C:19]4[C:14](=[CH:15][CH:16]=[C:17]([NH2:22])[CH:18]=4)[N:13]=3)[CH2:9][CH2:10][C:4]=2[CH:3]=1.[CH3:25][S:26](Cl)(=[O:28])=[O:27]>N1C=CC=CC=1>[CH3:25][S:26]([NH:1][C:2]1[CH:24]=[CH:23][C:5]2[CH2:6][CH2:7][N:8]([CH2:11][C:12]3[CH:21]=[CH:20][C:19]4[C:14](=[CH:15][CH:16]=[C:17]([NH:22][S:26]([CH3:25])(=[O:28])=[O:27])[CH:18]=4)[N:13]=3)[CH2:9][CH2:10][C:4]=2[CH:3]=1)(=[O:28])=[O:27]. Reported procedure: The title compound, m.p. 207°-210°, was prepared similarly to the procedure of Example 1 starting from 7-amino-3-(6-aminoquinol-2-ylmethyl)-1,2,4,5-tetrahydro-3H-3-benzazepine and methanesulphonyl chloride in pyridine. Reactants: BrC1=CC(=C(C=2CCN(CC12)C)N)[N+](=O)[O-] (8-Bromo-1,2,3,4-tetrahydro-2-methyl-6-nitro-5-isoquinolinamine). Reagents/catalysts: [Ni] (Raney nickel). Solvent: C1CCOC1 (THF). Product: BrC=1C=C(C(=C2CCN(CC12)C)N)N (8-Bromo-1,2,3,4-tetrahydro-2-methyl-5,6-isoquinolinediamine). Isolated yield 90.1%. Reaction SMILES: [Br:1][C:2]1[C:11]2[CH2:10][N:9]([CH3:12])[CH2:8][CH2:7][C:6]=2[C:5]([NH2:13])=[C:4]([N+:14]([O-])=O)[CH:3]=1>C1COCC1.[Ni]>[Br:1][C:2]1[CH:3]=[C:4]([NH2:14])[C:5]([NH2:13])=[C:6]2[C:11]=1[CH2:10][N:9]([CH3:12])[CH2:8][CH2:7]2. Procedure: A solution of the product from Example 10 (0.78 g, 2.73 mmol) in 100 mL of THF was treated with Raney nickel (1.0 g) and hydrogenated for 1.5 hours at room temperature. The reaction mixture was filtered and concentrated to give the title compound as a tan solid (0.63 g, 90%). Starting materials: C(\C=C\C(=O)O)(=O)O (Fumaric acid). Solvent: C(C)(=O)OCC (ethyl acetate). Product: O.C(\C=C\C(=O)O)(=O)O (fumarate hydrate). As a reaction SMILES: [C:1]([OH:8])(=[O:7])/[CH:2]=[CH:3]/[C:4]([OH:6])=[O:5]>C(OCC)(=O)C>[OH2:5].[C:1]([OH:8])(=[O:7])/[CH:2]=[CH:3]/[C:4]([OH:6])=[O:5] |f:2.3|. Reported procedure: Fumaric acid is added to a solution of this oil in ethyl acetate. A salt precipitates out which is then recrystallized from ethanol to give colourless crystals of a neutral fumarate hydrate; m.p. 152°-153° C. Starting materials: O=C([O-])[O-], COc1ccc(CCl)cc1, Cn1c(=O)cc(Cl)[nH]c1=O, [K+], [K+], CN(C)C=O. The product is COc1ccc(Cn2c(Cl)cc(=O)n(C)c2=O)cc1. As a reaction SMILES: [C:21](=[O:22])([O-:23])[O-:24].[CH3:11][O:12][c:13]1[cH:14][cH:15][c:16]([CH2:17][Cl:18])[cH:19][cH:20]1.[Cl:1][c:2]1[cH:3][c:4](=[O:10])[n:5]([CH3:9])[c:6](=[O:8])[nH:7]1.[K+:25].[K+:26].[O:27]=[CH:28][N:29]([CH3:30])[CH3:31]>>[Cl:1][c:2]1[cH:3][c:4](=[O:10])[n:5]([CH3:9])[c:6](=[O:8])[n:7]1[CH2:17][c:16]1[cH:15][cH:14][c:13]([O:12][CH3:11])[cH:20][cH:19]1.